From a dataset of the Open Reaction Database (ORD), a public repository of structured organic reaction records. describe an organic reaction: reactants, conditions, products, and yield Reactants: C1N(CCC2=CC=CC=C12)CCN=C1CCCC2=CC=C(C=C12)[N+](=O)[O-] ([2-(3,4-Dihydro-1H-isoquinolin-2-yl)ethyl]-(7-nitro-3,4-dihydro-2H-naphthalen-1-ylidene)amine), C(C)(=O)O (acetic acid), [BH-](OC(=O)C)(OC(=O)C)OC(=O)C.[Na+] (NaBH(OAc)3). Solvent: ClC(C)Cl (dichloroethane). Reaction conditions: time 2 hour. Yields the product C1N(CCC2=CC=CC=C12)CCNC1CCCC2=CC=C(C=C12)[N+](=O)[O-] ([2-(3,4-Dihydro-1H-isoquinolin-2-yl)ethyl]-(7-nitro-1,2,3,4-tetrahydro-naphthalen-1-yl)amine). Isolated yield 52.8%. RXN SMILES: [CH2:1]1[C:10]2[C:5](=[CH:6][CH:7]=[CH:8][CH:9]=2)[CH2:4][CH2:3][N:2]1[CH2:11][CH2:12][N:13]=[C:14]1[C:23]2[C:18](=[CH:19][CH:20]=[C:21]([N+:24]([O-:26])=[O:25])[CH:22]=2)[CH2:17][CH2:16][CH2:15]1.C(O)(=O)C.[BH-](OC(C)=O)(OC(C)=O)OC(C)=O.[Na+]>ClC(Cl)C>[CH2:1]1[C:10]2[C:5](=[CH:6][CH:7]=[CH:8][CH:9]=2)[CH2:4][CH2:3][N:2]1[CH2:11][CH2:12][NH:13][CH:14]1[C:23]2[C:18](=[CH:19][CH:20]=[C:21]([N+:24]([O-:26])=[O:25])[CH:22]=2)[CH2:17][CH2:16][CH2:15]1 |f:2.3|. Reported procedure: To a solution of 96 (1.42 g, 4.07 mmol) in anhydrous dichloroethane (10 mL) were sequentially added acetic acid (267 mg, 4.48 mmol) and NaBH(OAc)3 (1.12 g, 5.29 mmol) under N2. The reaction was stirred at room temperature for 2 hours before it was quenched by slow addition of water (100 mL). The mixture was extracted with dichloromethane (100 mL) and the organic layer was sequentially washed with water (100 mL), saturated aq. NaHCO3 (100 mL), and water (100 mL). The residue, from drying (Na2SO4)... Starting materials: C(C(=O)O)(=O)O.C1(=CC=CC=C1)C(=C1CCN(CC1)CCCOC1=CC=CC=C1)C1=CC=CC=C1 (4-(Diphenylmethylene)-1-(3-phenoxypropyl)piperidine oxalate), FC1=CC=C(C=C1)C(O)(C1CCNCC1)C1=CC=C(C=C1)F (α,α-bis(p-fluorophenyl)-4-piperidinemethanol), ClC(CCCOC1=C(C=C(C=C1)C(C)=O)OC)CC (1-[4-(4-chlorohexyloxy)-3-methoxyphenyl]ethanone), C([O-])([O-])=O.[Na+].[Na+] (sodium carbonate), [I-].[K+] (potassium iodide). The solvent is C(C)OCC (ethyl ether), C(CCC)O (1-butanol). Yields the product Cl.FC1=CC=C(C=C1)C(C1CCN(CC1)CCCCCCOC1=C(C=C(C=C1)C(C)=O)OC)(O)C1=CC=C(C=C1)F (1-[4-[6-[4-[Bis(4-fluorophenyl)hydroxymethyl]-1-piperidinyl]hexyloxy]-3-methoxyphenyl]ethanone hydrochloride). Isolated yield 17.0%. Reaction SMILES: C(O)(=O)C(O)=O.C1(C(C2C=CC=CC=2)=C2CCN(CCCOC3C=CC=CC=3)CC2)C=CC=CC=1.[F:36][C:37]1[CH:42]=[CH:41][C:40]([C:43]([C:51]2[CH:56]=[CH:55][C:54]([F:57])=[CH:53][CH:52]=2)([CH:45]2[CH2:50][CH2:49][NH:48][CH2:47][CH2:46]2)[OH:44])=[CH:39][CH:38]=1.[Cl:58][CH:59]([CH2:75][CH3:76])[CH2:60][CH2:61][CH2:62][O:63][C:64]1[CH:69]=[CH:68][C:67]([C:70](=[O:72])[CH3:71])=[CH:66][C:65]=1[O:73][CH3:74].C(=O)([O-])[O-].[Na+].[Na+].[I-].[K+]>C(O)CCC.C(OCC)C>[ClH:58].[F:36][C:37]1[CH:42]=[CH:41][C:40]([C:43]([C:51]2[CH:52]=[CH:53][C:54]([F:57])=[CH:55][CH:56]=2)([OH:44])[CH:45]2[CH2:46][CH2:47][N:48]([CH2:76][CH2:75][CH2:59][CH2:60][CH2:61][CH2:62][O:63][C:64]3[CH:69]=[CH:68][C:67]([C:70](=[O:72])[CH3:71])=[CH:66][C:65]=3[O:73][CH3:74])[CH2:49][CH2:50]2)=[CH:39][CH:38]=1 |f:0.1,4.5.6,7.8,11.12|. Procedure: This compound was prepared according to the procedure used to synthesize the compound of Example 1. A mixture of 3.0 g (0.01 mole) of α,α-bis(p-fluorophenyl)-4-piperidinemethanol, 2.8 g (0.01 mole) of 1-[4-(4-chlorohexyloxy)-3-methoxyphenyl]ethanone, 5.3 g (0.05 mole) of anhydrous sodium carbonate and 0.3 g of potassium iodide in 100 ml of 1-butanol gave a gum as resiude. The gum was purified by column chromatography on 80 g of Florisil®. Fractions eluted with 2-5% acetone in benzene were combin... Yields the product CC1N(C(CCC1)C)CC(COC1=C(C=CC=C1)OCCOC)O (1-(2,6-dimethylpiperidino)-3-[2-(2-methoxyethoxy)phenoxy]-2-propanol). The reagents and catalysts are O (water). Run in CO (methanol). RXN SMILES: [O:1]1[CH:3]([CH2:4][O:5][C:6]2[CH:11]=[CH:10][CH:9]=[CH:8][C:7]=2[O:12][CH2:13][CH2:14][O:15][CH3:16])[CH2:2]1.[CH3:17][CH:18]1[CH2:23][CH2:22][CH2:21][CH:20]([CH3:24])[NH:19]1>O.CO>[CH3:17][CH:18]1[CH2:23][CH2:22][CH2:21][CH:20]([CH3:24])[N:19]1[CH2:2][CH:3]([OH:1])[CH2:4][O:5][C:6]1[CH:11]=[CH:10][CH:9]=[CH:8][C:7]=1[O:12][CH2:13][CH2:14][O:15][CH3:16]. Isolated yield 76.8%. Procedure details: A mixture of 4.5 g of 1,2-epoxy-3-[2-(2-methoxyethoxy)phenoxy]-propane, 2.4 g of 2,6-dimethylpiperidine, 30 ml of methanol and 1 drop of water is refluxed for 8 hours. The methanol is then removed, and the residue is cooled. The precipitated colorless crystals are collected by filtration, and washed with petroleum benzine to give 5.2 g of 1-(2,6-dimethylpiperidino)-3-[2-(2-methoxyethoxy)phenoxy]-2-propanol, melting at 92°-94°C. Starting materials: O1CC1COC1=C(C=CC=C1)OCCOC (1,2-epoxy-3-[2-(2-methoxyethoxy)phenoxy]-propane), CC1NC(CCC1)C (2,6-dimethylpiperidine). Starting materials: CO, Cc1nn(-c2ccc([N+](=O)[O-])cc2)c(C)c1Cl, Cl, NN. The product is Cc1nn(-c2ccc(N)cc2)c(C)c1Cl. As a reaction SMILES: [CH3:21][OH:22].[Cl:2][c:3]1[c:4]([CH3:18])[n:5][n:6](-[c:9]2[cH:10][cH:11][c:12]([N+:15]([O-:16])=[O:17])[cH:13][cH:14]2)[c:7]1[CH3:8].[ClH:1].[NH2:19][NH2:20]>>[Cl:2][c:3]1[c:4]([CH3:18])[n:5][n:6](-[c:9]2[cH:10][cH:11][c:12]([NH2:15])[cH:13][cH:14]2)[c:7]1[CH3:8].